From a dataset of the Open Reaction Database (ORD), a public repository of structured organic reaction records. describe an organic reaction: reactants, conditions, products, and yield The reactants are O=C1C(Cc2ccccc2)NC2(CCNCC2)N1Cc1ccccc1, Cc1ccccc1, O=C=Nc1ccccc1. Product: O=C(Nc1ccccc1)N1CCC2(CC1)NC(Cc1ccccc1)C(=O)N2Cc1ccccc1. RXN SMILES: [CH2:10]([c:11]1[cH:12][cH:13][cH:14][cH:15][cH:16]1)[N:17]1[C:18](=[O:34])[CH:19]([CH2:27][c:28]2[cH:29][cH:30][cH:31][cH:32][cH:33]2)[NH:20][C:21]12[CH2:22][CH2:23][NH:24][CH2:25][CH2:26]2.[CH3:35][c:36]1[cH:37][cH:38][cH:39][cH:40][cH:41]1.[O:1]=[C:2]=[N:3][c:4]1[cH:5][cH:6][cH:7][cH:8][cH:9]1>>[O:1]=[C:2]([NH:3][c:4]1[cH:5][cH:6][cH:7][cH:8][cH:9]1)[N:24]1[CH2:23][CH2:22][C:21]2([N:17]([CH2:10][c:11]3[cH:12][cH:13][cH:14][cH:15][cH:16]3)[C:18](=[O:34])[CH:19]([CH2:27][c:28]3[cH:29][cH:30][cH:31][cH:32][cH:33]3)[NH:20]2)[CH2:26][CH2:25]1.